From a dataset of the Open Reaction Database (ORD), a public repository of structured organic reaction records. describe an organic reaction: reactants, conditions, products, and yield Starting materials: CN1C(CNC(C2=C1C=CC(=C2)C2=CC=C(C=C2)OC(F)(F)F)=O)=O (1-Methyl-7-(4-(trifluoromethoxy)phenyl)-3,4-dihydro-1H-benzo[e][1,4]diazepine-2,5-dione), [H-].[Na+] (NaH), Cl.ClCC1=NC=CC=N1 (2-(chloromethyl)pyrimidine hydrochloride). Solvent: CN(C)C=O (DMF). Run at time 50 minute. Product: CN1C(CN(C(C2=C1C=CC(=C2)C2=CC=C(C=C2)OC(F)(F)F)=O)CC2=NC=CC=N2)=O (1-methyl-4-(pyrimidin-2-ylmethyl)-7-(4-(trifluoromethoxy)phenyl)-3,4-dihydro-1H-benzo[e][1,4]diazepine-2,5-dione). Yield: 7.7%. As a reaction SMILES: [CH3:1][N:2]1[C:8]2[CH:9]=[CH:10][C:11]([C:13]3[CH:18]=[CH:17][C:16]([O:19][C:20]([F:23])([F:22])[F:21])=[CH:15][CH:14]=3)=[CH:12][C:7]=2[C:6](=[O:24])[NH:5][CH2:4][C:3]1=[O:25].[H-].[Na+].Cl.Cl[CH2:30][C:31]1[N:36]=[CH:35][CH:34]=[CH:33][N:32]=1>CN(C=O)C>[CH3:1][N:2]1[C:8]2[CH:9]=[CH:10][C:11]([C:13]3[CH:14]=[CH:15][C:16]([O:19][C:20]([F:23])([F:21])[F:22])=[CH:17][CH:18]=3)=[CH:12][C:7]=2[C:6](=[O:24])[N:5]([CH2:30][C:31]2[N:36]=[CH:35][CH:34]=[CH:33][N:32]=2)[CH2:4][C:3]1=[O:25] |f:1.2,3.4|. Reported procedure: 1-Methyl-7-(4-(trifluoromethoxy)phenyl)-3,4-dihydro-1H-benzo[e][1,4]diazepine-2,5-dione (22.9 mg, 0.065 mmol) and NaH (15.6 mg, 0.650 mmol, 10.0 equiv.) were placed in a 0.5-2 mL Smith process vial. To the vial was added DMF (0.5 mL) followed by 2-(chloromethyl)pyrimidine hydrochloride (53.9 mg, 0.327 mmol, 5 equiv.) was added at room temperature. After stirring for 50 min, reaction was quenched with AcOH. Resulting mixture was filtered and purified via preparative reverse phase HPLC to give the...